Dataset: the Open Reaction Database (ORD), a public repository of structured organic reaction records. Task: describe an organic reaction: reactants, conditions, products, and yield Starting materials: C(C1=CC=CC=C1)[C@@]1(O)[C@@H]([C@@H](OCC(=O)N[C@@H](C)C(=O)N[C@H](CCC(=O)OCC2=CC=CC=C2)C(N)=O)[C@H](O)[C@H](O1)CO)NC(C)=O (benzyl (benzyl 2-acetamido-2-deoxy-α-D-glucopyranosid-3-O-yl)acetyl-L-alanyl-D-isoglutaminate), C1(=CC=CC=C1)C(C1=CC=CC=C1)(C1=CC=CC=C1)Cl (triphenylmethyl chloride). The solvent is N1=CC=CC=C1 (pyridine). The product is C(C1=CC=CC=C1)[C@@]1(O)[C@@H]([C@@H](OCC(=O)N[C@@H](C)C(=O)N[C@H](CCC(=O)OCC2=CC=CC=C2)C(N)=O)[C@H](O)[C@H](O1)COC(C1=CC=CC=C1)(C1=CC=CC=C1)C1=CC=CC=C1)NC(C)=O (benzyl (benzyl 2-acetamido-2-deoxy-6-O-triphenylmethyl-α-D-glucopyranosid-3-O-yl)acetyl-L-alanyl-D-isoglutaminate). The yield is 82.0%. RXN SMILES: [CH2:1]([C@@:8]1([O:41][C@H:40]([CH2:42][OH:43])[C@@H:38]([OH:39])[C@H:11]([O:12][CH2:13][C:14]([NH:16][C@H:17]([C:19]([NH:21][C@@H:22]([C:35](=[O:37])[NH2:36])[CH2:23][CH2:24][C:25]([O:27][CH2:28][C:29]2[CH:34]=[CH:33][CH:32]=[CH:31][CH:30]=2)=[O:26])=[O:20])[CH3:18])=[O:15])[C@H:10]1[NH:44][C:45](=[O:47])[CH3:46])[OH:9])[C:2]1[CH:7]=[CH:6][CH:5]=[CH:4][CH:3]=1.[C:48]1([C:54](Cl)([C:61]2[CH:66]=[CH:65][CH:64]=[CH:63][CH:62]=2)[C:55]2[CH:60]=[CH:59][CH:58]=[CH:57][CH:56]=2)[CH:53]=[CH:52][CH:51]=[CH:50][CH:49]=1>N1C=CC=CC=1>[CH2:1]([C@@:8]1([O:41][C@H:40]([CH2:42][O:43][C:54]([C:48]2[CH:53]=[CH:52][CH:51]=[CH:50][CH:49]=2)([C:61]2[CH:62]=[CH:63][CH:64]=[CH:65][CH:66]=2)[C:55]2[CH:56]=[CH:57][CH:58]=[CH:59][CH:60]=2)[C@@H:38]([OH:39])[C@H:11]([O:12][CH2:13][C:14]([NH:16][C@H:17]([C:19]([NH:21][C@@H:22]([C:35](=[O:37])[NH2:36])[CH2:23][CH2:24][C:25]([O:27][CH2:28][C:29]2[CH:34]=[CH:33][CH:32]=[CH:31][CH:30]=2)=[O:26])=[O:20])[CH3:18])=[O:15])[C@H:10]1[NH:44][C:45](=[O:47])[CH3:46])[OH:9])[C:2]1[CH:7]=[CH:6][CH:5]=[CH:4][CH:3]=1. Procedure details: A solution of 0.66 g of benzyl (benzyl 2-acetamido-2-deoxy-α-D-glucopyranosid-3-O-yl)acetyl-L-alanyl-D-isoglutaminate (12A, n = 2, X1 = L-alanyl, R2 = CH3) and 0.56 g of triphenylmethyl chloride in 10 ml of pyridine is stirred at 22° C for 5 days and is then evaporated to dryness in vacuo. The residue is partitioned between 30 ml of chloroform and 30 ml of water, the chloroform phase is extracted twice more with 30 ml of water, dried over magnesium sulfate, concentrated in vacuo and the residue ... The reactants are C(C)C1=C(C(N(C(=N1)C1=CC=CC=C1)CC#C)=O)CC(=O)OC (6-ethyl-5-methoxycarbonylmethyl-2-phenyl-3-propargyl-4(3H)-pyrimidinone), C(C)C1=C(C(N(C(=N1)C1=CC=CC=C1)CC#C)=O)CC(=O)OC (6-ethyl-5-methoxycarbonylmethyl-2-phenyl-3-propargyl-4(3H)-pyrimidinone), ice, [H-].[Al+3].[Li+].[H-].[H-].[H-] (lithium aluminum hydride), [H-].[Al+3].[Li+].[H-].[H-].[H-] (lithium aluminum hydride), O (water). Run in C1CCOC1 (THF), CCOCC (ether), CCOCC (ether). Run at time 3 hour. The product is C(C)C1=C(C(N(C(=N1)C1=CC=CC=C1)CC#C)=O)CCO (6-ethyl-5-(2-hydroxyethyl)-2-phenyl-3-propargyl-4(3H)-pyrimidinone). As a reaction SMILES: [CH2:1]([C:3]1[N:8]=[C:7]([C:9]2[CH:14]=[CH:13][CH:12]=[CH:11][CH:10]=2)[N:6]([CH2:15][C:16]#[CH:17])[C:5](=[O:18])[C:4]=1[CH2:19][C:20](OC)=[O:21])[CH3:2].[H-].[Al+3].[Li+].[H-].[H-].[H-].O>C1COCC1.CCOCC>[CH2:1]([C:3]1[N:8]=[C:7]([C:9]2[CH:10]=[CH:11][CH:12]=[CH:13][CH:14]=2)[N:6]([CH2:15][C:16]#[CH:17])[C:5](=[O:18])[C:4]=1[CH2:19][CH2:20][OH:21])[CH3:2] |f:1.2.3.4.5.6|. Procedure: A stirred solution of 1.35 g (4.4 mmol) of 6-ethyl-5-methoxycarbonylmethyl-2-phenyl-3-propargyl-4(3H)-pyrimidinone (Compound 105) in 30 mL of THF was cooled in an ice bath and a slurry of 0.10 g (2.6 mmol) of lithium aluminum hydride in 10 mL of ether was added. The ice bath was allowed to melt and the reaction mixture was stirred at room temperature for 3 h. An additional 0.05 g (1.3 mmol) of lithium aluminum hydride was added. The mixture was stirred for 1 h at room temperature. The mixture wa...